From a dataset of the Open Reaction Database (ORD), a public repository of structured organic reaction records. describe an organic reaction: reactants, conditions, products, and yield Reactants: CCOC(=O)C (AcOEt), FC(COC=1C=C2C(NC(N(C2=CC1)C1CCN(CC1)C=O)=O)=O)F (4-[6-(2,2-difluoroethoxy)-2,4-dioxo-3,4-dihydroquinazolin-1(2H)-yl]piperidine-1-carbaldehyde), BrCC1=CC=C(C=C1)Cl (1-(bromomethyl)-4-chlorobenzene), C(=O)([O-])[O-].[Cs+].[Cs+] (Cs2CO3). Solvent: CN(C)C=O (DMF). Reaction conditions: time 1 hour. Product: ClC1=CC=C(CN2C(N(C3=CC=C(C=C3C2=O)OCC(F)F)C2CCN(CC2)C=O)=O)C=C1 (4-[3-(4-Chlorobenzyl)-6-(2,2-difluoroethoxy)-2,4-dioxo-3,4-dihydroquinazolin-1(2H)-yl]piperidine-1-carbaldehyde). Isolated yield 57.2%. RXN SMILES: [F:1][CH:2]([F:25])[CH2:3][O:4][C:5]1[CH:6]=[C:7]2[C:12](=[CH:13][CH:14]=1)[N:11]([CH:15]1[CH2:20][CH2:19][N:18]([CH:21]=[O:22])[CH2:17][CH2:16]1)[C:10](=[O:23])[NH:9][C:8]2=[O:24].Br[CH2:27][C:28]1[CH:33]=[CH:32][C:31]([Cl:34])=[CH:30][CH:29]=1.C([O-])([O-])=O.[Cs+].[Cs+].CCOC(C)=O>CN(C=O)C>[Cl:34][C:31]1[CH:32]=[CH:33][C:28]([CH2:27][N:9]2[C:8](=[O:24])[C:7]3[C:12](=[CH:13][CH:14]=[C:5]([O:4][CH2:3][CH:2]([F:1])[F:25])[CH:6]=3)[N:11]([CH:15]3[CH2:20][CH2:19][N:18]([CH:21]=[O:22])[CH2:17][CH2:16]3)[C:10]2=[O:23])=[CH:29][CH:30]=1 |f:2.3.4|. Procedure: A mixture of 0.15 g of 4-[6-(2,2-difluoroethoxy)-2,4-dioxo-3,4-dihydroquinazolin-1(2H)-yl]piperidine-1-carbaldehyde obtained in stage 3.7, 0.096 g of 1-(bromomethyl)-4-chlorobenzene and 0.3 g of Cs2CO3 in 3 ml of DMF is stirred at AT for 1 h 00. AcOEt is added and washing is carried out with water and then with a saturated NaCl solution. The organic phase is dried over MgSO4, filtered and evaporated under reduced pressure. The residue is chromatographed on silica gel, elution being carried out w... Reactants: CC1=CC=C(C=C1)S(=O)(=O)C#N (4-methylbenzenesulfonyl cyanide), ClC1=C2C(=NC=C1)N(C=C2)[Si](C(C)C)(C(C)C)C(C)C (4-chloro-1-(triisopropylsilyl)-1H-pyrrolo-[2,3-b]pyridine), C(C)(CC)[Li] (sec-butyl lithium). Run in O1CCCC1 (tetrahydrofuran), CCCCCC (n-hexane). Run at time 1 hour. Yields the product ClC1=C2C(=NC=C1C#N)N(C=C2)[Si](C(C)C)(C(C)C)C(C)C (4-chloro-1-(triisopropylsilyl)-1H-pyrrolo[2,3-b]pyridine-5-carbonitrile). The yield is 33.7%. RXN SMILES: [Cl:1][C:2]1[CH:7]=[CH:6][N:5]=[C:4]2[N:8]([Si:11]([CH:18]([CH3:20])[CH3:19])([CH:15]([CH3:17])[CH3:16])[CH:12]([CH3:14])[CH3:13])[CH:9]=[CH:10][C:3]=12.C([Li])(CC)C.CC1C=CC(S([C:36]#[N:37])(=O)=O)=CC=1>O1CCCC1.CCCCCC>[Cl:1][C:2]1[C:7]([C:36]#[N:37])=[CH:6][N:5]=[C:4]2[N:8]([Si:11]([CH:15]([CH3:17])[CH3:16])([CH:18]([CH3:20])[CH3:19])[CH:12]([CH3:13])[CH3:14])[CH:9]=[CH:10][C:3]=12. Procedure: To a solution of 4-chloro-1-(triisopropylsilyl)-1H-pyrrolo-[2,3-b]pyridine (1.22 g) in tetrahydrofuran (12.2 mL) was added 0.95M sec-butyl lithium in n-hexane (8.3 mL) dropwise at −78° C. The mixture was stirred at the same temperature for 1 hour. To the solution was added 4-methylbenzenesulfonyl cyanide (1.43 g) and the mixture was stirred at ambient temperature for 2 hours. The reaction mixture was quenched with saturated aqueous ammonium chloride solution and extracted with EtOAc. The extract... The reactants are CC1=C(N)C(=CC=C1)C (2,6-dimethylaniline), C([O-])([O-])=O.[K+].[K+] (potassium carbonate), ice, ClCCC(=O)Cl (3-chloropropionyl chloride). The solvent is C(C)(=O)OCC (ethyl acetate), O (water), C(C)(=O)OCC (ethyl acetate). Run at time 3 hour. The product is ClCCC(=O)NC1=C(C=CC=C1C)C (3-chloro-2', 6'-dimethylpropionanilide). The yield is 90.8%. RXN SMILES: [CH3:1][C:2]1[CH:8]=[CH:7][CH:6]=[C:5]([CH3:9])[C:3]=1[NH2:4].C(=O)([O-])[O-].[K+].[K+].[Cl:16][CH2:17][CH2:18][C:19](Cl)=[O:20]>C(OCC)(=O)C.O>[Cl:16][CH2:17][CH2:18][C:19]([NH:4][C:3]1[C:5]([CH3:9])=[CH:6][CH:7]=[CH:8][C:2]=1[CH3:1])=[O:20] |f:1.2.3|. Procedure: A mixture of 2,6-dimethylaniline (60.5 g) and potassium carbonate (45 g) is dissolved in a 3:1 mixture of ethyl acetate and water (1,200 ml). To the ice-cooled mixture, 100 ml of an ethyl acetate solution of 3-chloropropionyl chloride (52.5 ml) is added dropwise under agitation. The reaction mixture is stirred for 3 hours at room temperature and the aqueous layer is subsequently separated. The organic layer is washed with a saturated aqueous solution of sodium bicarbonate and a saturated aqueous...